Dataset: the Open Reaction Database (ORD), a public repository of structured organic reaction records. Task: describe an organic reaction: reactants, conditions, products, and yield Reactants: CN(C)c1ccncc1, Cl, Cl, NCC1(O)CCCCCC1, Cc1ccc(-n2ncc(=O)[nH]c2=O)cc1C(=O)O, CN(C)C=O, O. Yields the product Cc1ccc(-n2ncc(=O)[nH]c2=O)cc1C(=O)NCC1(O)CCCCCC1. Reaction SMILES: [CH3:31][N:32]([c:33]1[cH:34][cH:35][n:36][cH:37][cH:38]1)[CH3:39].[ClH:29].[ClH:30].[NH2:19][CH2:20][C:21]1([OH:28])[CH2:22][CH2:23][CH2:24][CH2:25][CH2:26][CH2:27]1.[O:1]=[c:2]1[n:3](-[c:9]2[cH:10][cH:11][c:12]([CH3:18])[c:13]([C:14](=[O:15])[OH:16])[cH:17]2)[n:4][cH:5][c:6](=[O:8])[nH:7]1.[O:40]=[CH:41][N:42]([CH3:43])[CH3:44].[OH2:45]>>[O:1]=[c:2]1[n:3](-[c:9]2[cH:10][cH:11][c:12]([CH3:18])[c:13]([C:14](=[O:16])[NH:19][CH2:20][C:21]3([OH:28])[CH2:22][CH2:23][CH2:24][CH2:25][CH2:26][CH2:27]3)[cH:17]2)[n:4][cH:5][c:6](=[O:8])[nH:7]1. Starting materials: CCCCP(=CC#N)(CCCC)CCCC, CNS(=O)(=O)C1CC1, Cc1ccccc1, CCOC(C)=O, [Cl-], CCC(CO)N1C(=O)C(C(C)C(=O)OC)CC(c2cccc(Cl)c2)C1c1ccc(Cl)cc1, [Na+]. The product is CCC(CN(C)S(=O)(=O)C1CC1)N1C(=O)C(C(C)C(=O)OC)CC(c2cccc(Cl)c2)C1c1ccc(Cl)cc1. Reaction SMILES: [C:41]([CH:42]=[P:43]([CH2:44][CH2:45][CH2:46][CH3:47])([CH2:48][CH2:49][CH2:50][CH3:51])[CH2:52][CH2:53][CH2:54][CH3:55])#[N:56].[CH3:33][NH:34][S:35](=[O:36])(=[O:37])[CH:38]1[CH2:39][CH2:40]1.[CH3:57][c:58]1[cH:59][cH:60][cH:61][cH:62][cH:63]1.[CH3:64][CH2:65][O:66][C:67]([CH3:68])=[O:69].[Cl-:70].[Cl:1][c:2]1[cH:3][c:4]([CH:8]2[CH2:9][CH:10]([CH:27]([C:28](=[O:29])[O:30][CH3:31])[CH3:32])[C:11](=[O:26])[N:12]([CH:21]([CH2:22][OH:23])[CH2:24][CH3:25])[CH:13]2[c:14]2[cH:15][cH:16][c:17]([Cl:20])[cH:18][cH:19]2)[cH:5][cH:6][cH:7]1.[Na+:71]>>[Cl:1][c:2]1[cH:3][c:4]([CH:8]2[CH2:9][CH:10]([CH:27]([C:28](=[O:29])[O:30][CH3:31])[CH3:32])[C:11](=[O:26])[N:12]([CH:21]([CH2:22][N:34]([CH3:33])[S:35](=[O:36])(=[O:37])[CH:38]3[CH2:39][CH2:40]3)[CH2:24][CH3:25])[CH:13]2[c:14]2[cH:15][cH:16][c:17]([Cl:20])[cH:18][cH:19]2)[cH:5][cH:6][cH:7]1. Reactants: CCOCC, OCc1cccc(OCCF)c1OCCF, BrP(Br)Br. The product is FCCOc1cccc(CBr)c1OCCF. Reaction SMILES: [CH3:21][CH2:22][O:23][CH2:24][CH3:25].[F:1][CH2:2][CH2:3][O:4][c:5]1[c:6]([O:13][CH2:14][CH2:15][F:16])[c:7]([CH2:11][OH:12])[cH:8][cH:9][cH:10]1.[P:17]([Br:18])([Br:19])[Br:20]>>[F:1][CH2:2][CH2:3][O:4][c:5]1[c:6]([O:13][CH2:14][CH2:15][F:16])[c:7]([CH2:11][Br:18])[cH:8][cH:9][cH:10]1. Starting materials: O=C(NCc1cnc(Br)s1)c1cncc2c1cnn2-c1ccc(F)cc1, C1CCOC1, CN, CCOC(C)=O, [Cl-], [K+], [K+], [NH4+], O=C([O-])[O-]. Yields the product CNc1ncc(CNC(=O)c2cncc3c2cnn3-c2ccc(F)cc2)s1. RXN SMILES: [Br:1][c:2]1[s:3][c:4]([CH2:7][NH:8][C:9](=[O:10])[c:11]2[c:12]3[c:13]([cH:14][n:15][cH:16]2)[n:17](-[c:20]2[cH:21][cH:22][c:23]([F:26])[cH:24][cH:25]2)[n:18][cH:19]3)[cH:5][n:6]1.[CH2:29]1[O:30][CH2:31][CH2:32][CH2:33]1.[CH3:27][NH2:28].[CH3:42][CH2:43][O:44][C:45]([CH3:46])=[O:47].[Cl-:40].[K+:34].[K+:35].[NH4+:41].[O-:36][C:37]([O-:38])=[O:39]>>[c:2]1([NH:28][CH3:27])[s:3][c:4]([CH2:7][NH:8][C:9](=[O:10])[c:11]2[c:12]3[c:13]([cH:14][n:15][cH:16]2)[n:17](-[c:20]2[cH:21][cH:22][c:23]([F:26])[cH:24][cH:25]2)[n:18][cH:19]3)[cH:5][n:6]1. Starting materials: OCCBr, CN(C)C=O, O=C1CN2CCOC2(c2ccccc2F)c2cc(Cl)ccc2N1, Cl, [H-], [Na+], O. The product is O=C1CN2CCOC2(c2ccccc2F)c2cc(Cl)ccc2N1CCO. As a reaction SMILES: [Br:26][CH2:27][CH2:28][OH:29].[CH3:31][N:32]([CH3:33])[CH:34]=[O:35].[Cl:1][c:2]1[cH:3][cH:4][c:5]2[c:6]([cH:23]1)[C:7]1([c:16]3[c:17]([F:22])[cH:18][cH:19][cH:20][cH:21]3)[N:8]([CH2:9][C:10](=[O:12])[NH:11]2)[CH2:13][CH2:14][O:15]1.[ClH:30].[H-:24].[Na+:25].[OH2:36]>>[Cl:1][c:2]1[cH:3][cH:4][c:5]2[c:6]([cH:23]1)[C:7]1([c:16]3[c:17]([F:22])[cH:18][cH:19][cH:20][cH:21]3)[N:8]([CH2:9][C:10](=[O:12])[N:11]2[CH2:27][CH2:28][OH:29])[CH2:13][CH2:14][O:15]1.